From a dataset of the Open Reaction Database (ORD), a public repository of structured organic reaction records. describe an organic reaction: reactants, conditions, products, and yield Starting materials: CC1=CC=C(O1)C=1C2=C(N=C(N1)N)N=NN2 (7-(5-methyl-2-furyl)-1H-[1,2,3]triazolo[4,5-d]pyrimidine-5-amine), BrCC1=CC=CC(=N1)C(C)(C)O (2-(6-bromomethylpyridine-2-yl)propan-2-ol). Yields the product CC1=CC=C(O1)C=1C2=C(N=C(N1)N)N(N=N2)CC2=NC(=CC=C2)C(C)(C)O (7-(5-methylfuran-2-yl)-3-(6-[1-hydroxy-1-methylethyl]pyrid-2-ylmethyl)-3H-[1,2,3]triazolo[4,5-d]pyrimidin-5-amine). RXN SMILES: [CH3:1][C:2]1[O:6][C:5]([C:7]2[C:8]3[NH:16][N:15]=[N:14][C:9]=3[N:10]=[C:11]([NH2:13])[N:12]=2)=[CH:4][CH:3]=1.Br[CH2:18][C:19]1[N:24]=[C:23]([C:25]([OH:28])([CH3:27])[CH3:26])[CH:22]=[CH:21][CH:20]=1>>[CH3:1][C:2]1[O:6][C:5]([C:7]2[C:8]3[N:16]=[N:15][N:14]([CH2:18][C:19]4[CH:20]=[CH:21][CH:22]=[C:23]([C:25]([OH:28])([CH3:26])[CH3:27])[N:24]=4)[C:9]=3[N:10]=[C:11]([NH2:13])[N:12]=2)=[CH:4][CH:3]=1. Procedure details: Prepared from 7-(5-methyl-2-furyl)-1H-[1,2,3]triazolo[4,5-d]pyrimidine-5-amine and 2-(6-bromomethylpyridine-2-yl)propan-2-ol by the alkylation method described in Example 36. The reactants are COC(CC12COC(CC1)(CC2)C2=CC=C(C=C2)C2=CC=C(C=C2)NC=2OC(=NN2)C(C)(C)C)=O ({1-[4′-(5-tert-butyl-[1,3,4]oxadiazol-2-ylamino)-biphenyl-4-yl]-2-oxa-bicyclo[2.2.2]oct-4-yl}-acetic acid methyl ester), O.[OH-].[Li+] (lithium hydroxide monohydrate). Run in O1CCCC1 (tetrahydrofuran), C(C)O (ethanol), O (water). Run at temperature 50 celsius. The product is C(C)(C)(C)C1=NN=C(O1)NC1=CC=C(C=C1)C1=CC=C(C=C1)C12OCC(CC1)(CC2)CC(=O)O ({1-[4′-(5-tert-butyl-[1,3,4]oxadiazol-2-ylamino)-biphenyl-4-yl]-2-oxa-bicyclo[2.2.2]oct-4-yl}-acetic acid). Yield: 71.6%. RXN SMILES: C[O:2][C:3](=[O:35])[CH2:4][C:5]12[CH2:12][CH2:11][C:8]([C:13]3[CH:18]=[CH:17][C:16]([C:19]4[CH:24]=[CH:23][C:22]([NH:25][C:26]5[O:27][C:28]([C:31]([CH3:34])([CH3:33])[CH3:32])=[N:29][N:30]=5)=[CH:21][CH:20]=4)=[CH:15][CH:14]=3)([CH2:9][CH2:10]1)[O:7][CH2:6]2.O.[OH-].[Li+]>O1CCCC1.C(O)C.O>[C:31]([C:28]1[O:27][C:26]([NH:25][C:22]2[CH:21]=[CH:20][C:19]([C:16]3[CH:17]=[CH:18][C:13]([C:8]45[CH2:9][CH2:10][C:5]([CH2:4][C:3]([OH:35])=[O:2])([CH2:12][CH2:11]4)[CH2:6][O:7]5)=[CH:14][CH:15]=3)=[CH:24][CH:23]=2)=[N:30][N:29]=1)([CH3:34])([CH3:32])[CH3:33] |f:1.2.3|. Procedure details: A 100 ml round bottom flask was charged with {1-[4′-(5-tert-butyl-[1,3,4]oxadiazol-2-ylamino)-biphenyl-4-yl]-2-oxa-bicyclo[2.2.2]oct-4-yl}-acetic acid methyl ester (0.27 g, 0.454 mmol), and lithium hydroxide monohydrate (0.229 g, 5.45 mmol) in tetrahydrofuran (20 ml), ethanol (10 ml) and water (8 ml) at room temperature. The mixture was heated at 50° C. for 2 hours. Most of the organic solvent was evaporated under vacuum and the mixture was acidified to PH=4 at 0° C. The solvents were then remov... Starting materials: CN1CCN(CC1)CCCN1C(C=2C(C1=O)=CC=CC2)=O (N-(3-(4-methylpiperazin-1-yl)propyl)phthalimide), O.NN (hydrazine monohydrate), C(=O)([O-])[O-].[K+].[K+] (K2CO3), Cl (HCl). The solvent is C(C)O (ethanol), CO (methanol), C(Cl)Cl (CH2Cl2). Product: NCCCN1CCN(CC1)C (1-(3-aminopropyl)-4-methylpiperazine). The yield is 39.0%. RXN SMILES: [CH3:1][N:2]1[CH2:7][CH2:6][N:5]([CH2:8][CH2:9][CH2:10][N:11]2C(=O)C3=CC=CC=C3C2=O)[CH2:4][CH2:3]1.O.NN.Cl.C([O-])([O-])=O.[K+].[K+]>C(O)C.CO.C(Cl)Cl>[NH2:11][CH2:10][CH2:9][CH2:8][N:5]1[CH2:4][CH2:3][N:2]([CH3:1])[CH2:7][CH2:6]1 |f:1.2,4.5.6|. Procedure details: A solution of N-(3-(4-methylpiperazin-1-yl)propyl)phthalimide (6.2 g, 21.6 mM) and hydrazine monohydrate (1.13 g, 26 mM) in ethanol (60 mL) and methanol (60 mL) was refluxed for 4 hours. After cooling to room temperature, concentrated HCl (2.4 mL) was added and the mixture heated under reflux for another hour. After removing the solvent, water (100 mL) was added, the mixture stirred and insoluble material removed by filtration. Solid K2CO3 (1.2 eq) and CH2Cl2 (100 mL) was added to the aqueous la... Reactants: CCOC(=O)Cl, NCCCOC1CCN(Cc2ccccc2)CC1, Cc1ccccc1, O=C(O)C=Cc1cccnc1. Yields the product O=C(C=Cc1cccnc1)NCCCOC1CCN(Cc2ccccc2)CC1. Reaction SMILES: [CH2:12]([O:13][C:14]([Cl:15])=[O:16])[CH3:17].[CH2:18]([c:19]1[cH:20][cH:21][cH:22][cH:23][cH:24]1)[N:25]1[CH2:26][CH2:27][CH:28]([O:31][CH2:32][CH2:33][CH2:34][NH2:35])[CH2:29][CH2:30]1.[CH3:36][c:37]1[cH:38][cH:39][cH:40][cH:41][cH:42]1.[n:1]1[cH:2][c:3]([CH:7]=[CH:8][C:9](=[O:10])[OH:11])[cH:4][cH:5][cH:6]1>>[n:1]1[cH:2][c:3]([CH:7]=[CH:8][C:9](=[O:11])[NH:35][CH2:34][CH2:33][CH2:32][O:31][CH:28]2[CH2:27][CH2:26][N:25]([CH2:18][c:19]3[cH:20][cH:21][cH:22][cH:23][cH:24]3)[CH2:30][CH2:29]2)[cH:4][cH:5][cH:6]1. The product is CC(CNC1=C(C=NC2=CC=CC=C12)NC(CCC1(OCCO1)C)=O)C (N-{4-[(2-methylpropyl)amino]quinolin-3-yl}-3-(2-methyl-1,3-dioxolan-2-yl)propanamide). Reaction SMILES: [CH3:1][CH:2]([CH3:16])[CH2:3][NH:4][C:5]1[C:14]2[C:9](=[CH:10][CH:11]=[CH:12][CH:13]=2)[N:8]=[CH:7][C:6]=1[NH2:15].[CH3:17][C:18]1([CH2:23][CH2:24][C:25](O)=[O:26])[O:22][CH2:21][CH2:20][O:19]1.CN1CCOCC1.Cl.CN(C)CCCN=C=NCC.C(=O)(O)[O-].[Na+]>CN(C=O)C.CN(C)C1C=CN=CC=1>[CH3:1][CH:2]([CH3:16])[CH2:3][NH:4][C:5]1[C:14]2[C:9](=[CH:10][CH:11]=[CH:12][CH:13]=2)[N:8]=[CH:7][C:6]=1[NH:15][C:25](=[O:26])[CH2:24][CH2:23][C:18]1([CH3:17])[O:22][CH2:21][CH2:20][O:19]1 |f:3.4,5.6|. Procedure details: To a cooled solution of N4-(2-methylpropyl)quinoline-3,4-diamine (2.15 g, 10 mmol) in DMF (40 mL) was added 3-(2-methyl-1,3-dioxolan-2-yl)propanoic acid (2.40 g, 15 mmol), followed by 4-methylmorpholine (1.6 mL, 15 mmol) and 1-(3-dimethylaminopropyl)-3-ethylcarbodiimide hydrochloride (EDCI) (2.9 g, 15 mmol). The resulting suspension was stirred at room temperature and 4-dimethylaminopyridine (0.12 g, 1 mmol) was added. The dark yellow solution was stirred at room temperature for 16 hours, then s... Solvent: CN(C)C=O (DMF). Starting materials: Cl.CN(CCCN=C=NCC)C (1-(3-dimethylaminopropyl)-3-ethylcarbodiimide hydrochloride), C([O-])(O)=O.[Na+] (sodium bicarbonate), CC(CNC1=C(C=NC2=CC=CC=C12)N)C (N4-(2-methylpropyl)quinoline-3,4-diamine), CC1(OCCO1)CCC(=O)O (3-(2-methyl-1,3-dioxolan-2-yl)propanoic acid), CN1CCOCC1 (4-methylmorpholine). Yield: 71.3%. The reagents and catalysts are CN(C1=CC=NC=C1)C (4-dimethylaminopyridine).